This data is from the Open Reaction Database (ORD), a public repository of structured organic reaction records. The task is: describe an organic reaction: reactants, conditions, products, and yield Reactants: CC1(C2=C(C(=CC=C2)P(C3=CC=CC=C3)C4=CC=CC=C4)OC5=C(C=CC=C51)P(C6=CC=CC=C6)C7=CC=CC=C7)C (Xantphos), C(C1=CC=CC=C1)N(C1CCNCC1)C (N-Benzyl-N-methylpiperidin-4-amine), BrC=1C=CC(=NC1)OC (5-bromo-2-methoxypyridine), C(C)(C)(C)O[Na] (t-BuONa). The reagents and catalysts are C=1C=CC(=CC1)/C=C/C(=O)/C=C/C2=CC=CC=C2.C=1C=CC(=CC1)/C=C/C(=O)/C=C/C2=CC=CC=C2.C=1C=CC(=CC1)/C=C/C(=O)/C=C/C2=CC=CC=C2.[Pd].[Pd] (Pd2(dba)3). Solvent: C1(=CC=CC=C1)C (toluene). Run at temperature 90 celsius. The product is C(C1=CC=CC=C1)N(C1CCN(CC1)C=1C=NC(=CC1)OC)C (N-Benzyl-1-(6-methoxypyridin-3-yl)-N-methylpiperidin-4-amine). Yield: 36.0%. As a reaction SMILES: [CH2:1]([N:8]([CH3:15])[CH:9]1[CH2:14][CH2:13][NH:12][CH2:11][CH2:10]1)[C:2]1[CH:7]=[CH:6][CH:5]=[CH:4][CH:3]=1.Br[C:17]1[CH:18]=[CH:19][C:20]([O:23][CH3:24])=[N:21][CH:22]=1.C(O[Na])(C)(C)C.CC1(C)C2C(=C(P(C3C=CC=CC=3)C3C=CC=CC=3)C=CC=2)OC2C(P(C3C=CC=CC=3)C3C=CC=CC=3)=CC=CC1=2>C1(C)C=CC=CC=1.C1C=CC(/C=C/C(/C=C/C2C=CC=CC=2)=O)=CC=1.C1C=CC(/C=C/C(/C=C/C2C=CC=CC=2)=O)=CC=1.C1C=CC(/C=C/C(/C=C/C2C=CC=CC=2)=O)=CC=1.[Pd].[Pd]>[CH2:1]([N:8]([CH3:15])[CH:9]1[CH2:14][CH2:13][N:12]([C:17]2[CH:22]=[N:21][C:20]([O:23][CH3:24])=[CH:19][CH:18]=2)[CH2:11][CH2:10]1)[C:2]1[CH:3]=[CH:4][CH:5]=[CH:6][CH:7]=1 |f:5.6.7.8.9|. Procedure: N-Benzyl-N-methylpiperidin-4-amine (3.947 mmol, 1.0 eq.), 5-bromo-2-methoxypyridine (614 μl, 4.737 mmol, 1.2 eq.) and t-BuONa (757 mg, 7.894 mmol, 2.0 eq.) were dissolved in toluene (12 ml) and degassed with argon. Xantphos (136 mg. 0.237 mmol, 0.06 eq.) and Pd2(dba)3 (72 mg, 0.079 mmol, 0.02 eq.) were then added and the mixture was heated for 4 hours at 90° C. After monitoring by TLC, the reaction mixture was concentrated under reduced pressure and purified by column chromatography (silica gel,...